This data is from the Open Reaction Database (ORD), a public repository of structured organic reaction records. The task is: describe an organic reaction: reactants, conditions, products, and yield The reactants are CC=1C=C(C=CC1C(F)(F)F)C1=NC=2N(C(=C1)C(F)(F)F)N=CC2C(=O)O (5-(3-methyl-4-trifluoromethyl-phenyl)-7-trifluoromethyl-pyrazolo[1,5-a]pyrimidine-3-carboxylic acid), CN1CCN(CC1)S(=O)(=O)C=1C=C(C=CC1)N (3-(4-methyl-piperazine-1-sulfonyl)-phenylamine). Product: CN1CCN(CC1)S(=O)(=O)C=1C=C(C=CC1)NC(=O)C=1C=NN2C1N=C(C=C2C(F)(F)F)C2=CC(=C(C=C2)C(F)(F)F)C (5-(3-Methyl-4-trifluoromethyl-phenyl)-7-trifluoromethyl-pyrazolo[1,5-a]pyrimidine-3-carboxylic acid[3-(4-methyl-piperazine-1-sulfonyl)-phenyl]-amide). Reaction SMILES: [CH3:1][C:2]1[CH:3]=[C:4]([C:12]2[CH:17]=[C:16]([C:18]([F:21])([F:20])[F:19])[N:15]3[N:22]=[CH:23][C:24]([C:25](O)=[O:26])=[C:14]3[N:13]=2)[CH:5]=[CH:6][C:7]=1[C:8]([F:11])([F:10])[F:9].[CH3:28][N:29]1[CH2:34][CH2:33][N:32]([S:35]([C:38]2[CH:39]=[C:40]([NH2:44])[CH:41]=[CH:42][CH:43]=2)(=[O:37])=[O:36])[CH2:31][CH2:30]1>>[CH3:28][N:29]1[CH2:34][CH2:33][N:32]([S:35]([C:38]2[CH:39]=[C:40]([NH:44][C:25]([C:24]3[CH:23]=[N:22][N:15]4[C:16]([C:18]([F:21])([F:20])[F:19])=[CH:17][C:12]([C:4]5[CH:5]=[CH:6][C:7]([C:8]([F:11])([F:9])[F:10])=[C:2]([CH3:1])[CH:3]=5)=[N:13][C:14]=34)=[O:26])[CH:41]=[CH:42][CH:43]=2)(=[O:37])=[O:36])[CH2:31][CH2:30]1. Procedure details: The title compound was prepared from 5-(3-methyl-4-trifluoromethyl-phenyl)-7-trifluoromethyl-pyrazolo[1,5-a]pyrimidine-3-carboxylic acid (example C.8) and 3-(4-methyl-piperazine-1-sulfonyl)-phenylamine [CAS 436095-35-1] according to general procedure II. Yellow solid. MS (ISP) 627.4 [(M+H)+]; mp 199° C. Starting materials: COCOC1=CC2=C(C(=NO2)NCCN2CCSCC2)C=C1 (6-Methoxymethoxy-N-[2-(4-thiomorpholinyl)ethyl]-1,2-benzisoxazol-3-amine), C(=O)([O-])[O-].[Na+].[Na+] (Na2CO3). Run in Cl (hydrochloric acid). Reaction conditions: time 24 hour. Product: N1(CCSCC1)CCNC1=NOC2=C1C=CC(=C2)O (3-[[2-(4-Thiomorpholinyl)ethyl]amino]-1,2-benzisoxazol-6-ol). The yield is 72.4%. RXN SMILES: COC[O:4][C:5]1[CH:22]=[CH:21][C:8]2[C:9]([NH:12][CH2:13][CH2:14][N:15]3[CH2:20][CH2:19][S:18][CH2:17][CH2:16]3)=[N:10][O:11][C:7]=2[CH:6]=1.C([O-])([O-])=O.[Na+].[Na+]>Cl>[N:15]1([CH2:14][CH2:13][NH:12][C:9]2[C:8]3[CH:21]=[CH:22][C:5]([OH:4])=[CH:6][C:7]=3[O:11][N:10]=2)[CH2:20][CH2:19][S:18][CH2:17][CH2:16]1 |f:1.2.3|. Procedure: 6-Methoxymethoxy-N-[2-(4-thiomorpholinyl)ethyl]-1,2-benzisoxazol-3-amine (1.6 g Example 22) was dissolved in methanolic hydrochloric acid (40 ml) and stirred under nitrogen for 24 hours. The reaction was neutralized with saturated Na2CO3 solution, and extracted with EtOAc. The organic phase was dried over MgSO4 and concentrated in vacuo. The resulting residue was filtered through a silica gel filter-cake eluting with 5% MeOH/DCM, concentrated in vacuo, and subsequent titration with EtOAc provide...